This data is from the Open Reaction Database (ORD), a public repository of structured organic reaction records. The task is: describe an organic reaction: reactants, conditions, products, and yield The reactants are [BH3-]C#N, C[O-], CO, [Cl-], [Cl-], O=C1CC2CCCCC2N1C1CCNCC1, [Na+], [Na+], CCOC(=O)N1CCC(=O)CC1, [Zn+2]. Yields the product CCOC(=O)N1CCC(N2CCC(N3C(=O)CC4CCCCC43)CC2)CC1. Reaction SMILES: [C:32]([BH3-:33])#[N:34].[CH3:17][O-:18].[CH3:36][OH:37].[Cl-:38].[Cl-:40].[NH:1]1[CH2:2][CH2:3][CH:4]([N:7]2[C:8](=[O:16])[CH2:9][CH:10]3[CH2:11][CH2:12][CH2:13][CH2:14][CH:15]23)[CH2:5][CH2:6]1.[Na+:19].[Na+:35].[O:20]=[C:21]1[CH2:22][CH2:23][N:24]([C:27](=[O:28])[O:29][CH2:30][CH3:31])[CH2:25][CH2:26]1.[Zn+2:39]>>[N:1]1([CH:21]2[CH2:22][CH2:23][N:24]([C:27](=[O:28])[O:29][CH2:30][CH3:31])[CH2:25][CH2:26]2)[CH2:2][CH2:3][CH:4]([N:7]2[C:8](=[O:16])[CH2:9][CH:10]3[CH2:11][CH2:12][CH2:13][CH2:14][CH:15]23)[CH2:5][CH2:6]1.